From a dataset of the Open Reaction Database (ORD), a public repository of structured organic reaction records. describe an organic reaction: reactants, conditions, products, and yield Reactants: FC1=C(C=CC(=C1)F)C1=CC(=NO1)O (5-(2,4-difluorophenyl)-3-hydroxyisoxazole), C(C)(C)(C)OC(=O)NCCO (2-(N-tert-butoxycarbonylamino)ethanol). Yields the product C(C)(C)(C)OC(=O)NCCOC1=NOC(=C1)C1=C(C=C(C=C1)F)F (3-(2-(N-tert-Butoxycarbonylamino)ethoxy)-5-(2,4-difluorophenyl)isoxazole). Yield: 85.0%. RXN SMILES: [F:1][C:2]1[CH:7]=[C:6]([F:8])[CH:5]=[CH:4][C:3]=1[C:9]1[O:13][N:12]=[C:11]([OH:14])[CH:10]=1.[C:15]([O:19][C:20]([NH:22][CH2:23][CH2:24]O)=[O:21])([CH3:18])([CH3:17])[CH3:16]>>[C:15]([O:19][C:20]([NH:22][CH2:23][CH2:24][O:14][C:11]1[CH:10]=[C:9]([C:3]2[CH:4]=[CH:5][C:6]([F:8])=[CH:7][C:2]=2[F:1])[O:13][N:12]=1)=[O:21])([CH3:18])([CH3:17])[CH3:16]. Procedure details: 5-(2,4-difluorophenyl)-3-hydroxyisoxazole (0.3 g) and 2-(N-tert-butoxycarbonylamino)ethanol (0.27 g) were subjected to reaction and post-treatment in a similar manner to that described in Example 9(a) to obtain the title compound (0.44 g, 85%) as a colorless powder.